From a dataset of the Open Reaction Database (ORD), a public repository of structured organic reaction records. describe an organic reaction: reactants, conditions, products, and yield Starting materials: CN=C=O (methyl isocyanate), NC1=CC=C(C=C1)C1=NN(C(CC2=C1C=C1C(=C2)OCO1)C)C(NC)=O (1-(4-Aminophenyl)-3-methylcarbamoyl-4-methyl-7,8-methylenedioxy-3,4-dihydro-5H-2,3-benzodiazepine). Run in ClCCl (dichloromethane). Run at temperature 25 celsius, time 6 day. The product is CNC(=O)N1N=C(C2=C(CC1C)C=C1C(=C2)OCO1)C1=CC=C(C=C1)NC(=O)NC (N1 -[4-(3-Methylcarbamoyl-4-methyl-7,8-methylenedioxy-3,4-dihydro-5H-2,3-benzodiazepin-1-yl)phenyl]-N3 -methylurea). The yield is 79.0%. RXN SMILES: [CH3:1][N:2]=[C:3]=[O:4].[NH2:5][C:6]1[CH:11]=[CH:10][C:9]([C:12]2[C:18]3[CH:19]=[C:20]4[O:25][CH2:24][O:23][C:21]4=[CH:22][C:17]=3[CH2:16][CH:15]([CH3:26])[N:14]([C:27](=[O:30])[NH:28][CH3:29])[N:13]=2)=[CH:8][CH:7]=1>ClCCl>[CH3:29][NH:28][C:27]([N:14]1[CH:15]([CH3:26])[CH2:16][C:17]2[CH:22]=[C:21]3[O:23][CH2:24][O:25][C:20]3=[CH:19][C:18]=2[C:12]([C:9]2[CH:10]=[CH:11][C:6]([NH:5][C:3]([NH:2][CH3:1])=[O:4])=[CH:7][CH:8]=2)=[N:13]1)=[O:30]. Reported procedure: After adding 0.5 ml (8.5 mmol) of methyl isocyanate to 0.6 g (1.7 mmol) of 1-(4-aminophenyl)-3-methylcarbamoyl-4-methyl-7,8-methylenedioxy-3,4-dihydro-5H-2,3-benzodiazepine (see Example 98) dissolved in 45 ml of anhydrous dichloromethane, the reaction mixture was stirred at 25° C. for 6 days. Then the crystalline precipitate was filtered, washed with 3×2 ml of dichloromethane and dried at 60° to 80° C. to obtain 0.55 g (79.7%) of the pure aimed product, m.p.: 181°-183° C. Reagents/catalysts: [Pd] (palladium-on-carbon). Yields the product CC1CCCCC(OCCCCCCCCC1)=O (7-methyloxacyclohexadecan-2-one). The yield is 92.9%. Solvent: C(C)(=O)OCC (ethyl acetate). Starting materials: CC1=CCCCC(OCCCCCCCCC1)=O (7-methyloxacyclohexadec-6-en-2-one), [H][H] (hydrogen). Procedure: 28 g (0.11 mol) of 7-methyloxacyclohexadec-6-en-2-one were dissolved in 200 ml of ethyl acetate and hydrogenated in the presence of 2 g of 5% palladium-on-carbon under 150 mbar of hydrogen. The mixture was filtered over Celite, concentrated and distilled in a bulb-tube. 26 g (92%) of 7-methyloxacyclohexadecan-2-one were obtained having the following characteristics: As a reaction SMILES: [CH3:1][C:2]1[CH2:17][CH2:16][CH2:15][CH2:14][CH2:13][CH2:12][CH2:11][CH2:10][CH2:9][O:8][C:7](=[O:18])[CH2:6][CH2:5][CH2:4][CH:3]=1.[H][H]>C(OCC)(=O)C.[Pd]>[CH3:1][CH:2]1[CH2:17][CH2:16][CH2:15][CH2:14][CH2:13][CH2:12][CH2:11][CH2:10][CH2:9][O:8][C:7](=[O:18])[CH2:6][CH2:5][CH2:4][CH2:3]1.